describe an organic reaction: reactants, conditions, products, and yield From a dataset of the Open Reaction Database (ORD), a public repository of structured organic reaction records. Starting materials: FC1=C(C=C2C(=NNC2=C1)C)C=O (6-Fluoro-3-methyl-1H-indazole-5-carbaldehyde), ClC1=CC=C(C=C1)C(CC#N)=O (3-(4-chlorophenyl)-3-oxopropanenitrile). Product: ClC1=CC=C(C=C1)C(=O)\C(\C#N)=C\C=1C=C2C(=NNC2=CC1F)C ((2E)-2-[(4-Chlorophenyl)carbonyl]-3-(6-fluoro-3-methyl-1H-indazol-5-yl)prop-2-enenitrile), crude product. Isolated yield 76.0%. RXN SMILES: [F:1][C:2]1[CH:10]=[C:9]2[C:5]([C:6]([CH3:11])=[N:7][NH:8]2)=[CH:4][C:3]=1[CH:12]=O.[Cl:14][C:15]1[CH:20]=[CH:19][C:18]([C:21](=[O:25])[CH2:22][C:23]#[N:24])=[CH:17][CH:16]=1>>[Cl:14][C:15]1[CH:16]=[CH:17][C:18]([C:21](/[C:22](=[CH:12]/[C:3]2[CH:4]=[C:5]3[C:9](=[CH:10][C:2]=2[F:1])[NH:8][N:7]=[C:6]3[CH3:11])/[C:23]#[N:24])=[O:25])=[CH:19][CH:20]=1. Procedure: Following the procedure described for Example 2A, the title compound was prepared using 500 mg (2.81 mmol) 6-fluoro-3-methyl-1H-indazole-5-carbaldehyde (Example 3A) and 566 mg (3.09 mmol) 3-(4-chlorophenyl)-3-oxopropanenitrile to yield 830 mg (66% of th.) of the crude product (76% purity) which was used in the next step without further purification. Starting materials: ClC1=CC=C(C(=O)NCC(=O)C2=COC=C2)C=C1 (N-(4-chlorobenzoyl)-(3-furylcarbonyl)methylamine), [H-].[Na+] (sodium hydride), BrCC(=O)OCC (ethyl bromoacetate). The product is ClC1=CC=C(C(=O)NC(CC(=O)OCC)C(=O)C2=COC=C2)C=C1 (ethyl 3-(4-chlorobenzoylamino)-3-(3-furylcarbonyl)propionate). The yield is 77.2%. Reaction SMILES: [Cl:1][C:2]1[CH:18]=[CH:17][C:5]([C:6]([NH:8][CH2:9][C:10]([C:12]2[CH:16]=[CH:15][O:14][CH:13]=2)=[O:11])=[O:7])=[CH:4][CH:3]=1.[H-].[Na+].Br[CH2:22][C:23]([O:25][CH2:26][CH3:27])=[O:24]>>[Cl:1][C:2]1[CH:3]=[CH:4][C:5]([C:6]([NH:8][CH:9]([C:10]([C:12]2[CH:16]=[CH:15][O:14][CH:13]=2)=[O:11])[CH2:22][C:23]([O:25][CH2:26][CH3:27])=[O:24])=[O:7])=[CH:17][CH:18]=1 |f:1.2|. Procedure: 8.3 g of N-(4-chlorobenzoyl)-(3-furylcarbonyl)methylamine, 1.5 g of 61% sodium hydride and 5.8 g of ethyl bromoacetate are treated in the same manner as described in Preparation 1-(2). 8.5 g of ethyl 3-(4-chlorobenzoylamino)-3-(3-furylcarbonyl)propionate are thereby obtained. Yield: 77.3% Starting materials: ClC1=C(C(=O)O)C=CC(=C1O)O (2-Chloro-3,4-dihydroxybenzoic acid), C([O-])([O-])=O.[K+].[K+] (potassium carbonate), COC1=CC=C(CBr)C=C1 (p-methoxybenzyl bromide). The solvent is CN(C=O)C (dimethylformamide). Product: ClC1=C(C(=O)OCC2=CC=C(C=C2)OC)C=CC(=C1OCC1=CC=C(C=C1)OC)OCC1=CC=C(C=C1)OC (p-methoxybenzyl 2-chloro-3,4-bis(p-methoxybenzyloxy)benzoate). Reaction SMILES: [Cl:1][C:2]1[C:10]([OH:11])=[C:9]([OH:12])[CH:8]=[CH:7][C:3]=1[C:4]([OH:6])=[O:5].[C:13](=[O:16])([O-])[O-].[K+].[K+].[CH3:19][O:20][C:21]1[CH:28]=[CH:27][C:24]([CH2:25]Br)=[CH:23][CH:22]=1>CN(C)C=O>[Cl:1][C:2]1[C:10]([O:11][CH2:25][C:24]2[CH:27]=[CH:28][C:21]([O:20][CH3:19])=[CH:22][CH:23]=2)=[C:9]([O:12][CH2:4][C:3]2[CH:7]=[CH:8][C:9]([O:16][CH3:13])=[CH:10][CH:2]=2)[CH:8]=[CH:7][C:3]=1[C:4]([O:6][CH2:25][C:24]1[CH:27]=[CH:28][C:21]([O:20][CH3:19])=[CH:22][CH:23]=1)=[O:5] |f:1.2.3|. Reported procedure: 2-Chloro-3,4-dihydroxybenzoic acid is p-methoxybenzylated with potassium carbonate and p-methoxybenzyl bromide in dimethylformamide to give p-methoxybenzyl 2-chloro-3,4-bis(p-methoxybenzyloxy)benzoate. This is hydrolyzed with sodium hydroxide to give 2-chloro-3,4-bis(p-methoxybenzyloxy)benzoic acid. The reactants are CS(=O)(=O)c1ccc(Br)nc1, O=C([O-])[O-], NCCC1CC1C1CCN(c2ncc(Cl)cn2)CC1, [Cs+], [Cs+], CN(C)C=O, O. RXN SMILES: [Br:26][c:27]1[n:28][cH:29][c:30]([S:33](=[O:34])(=[O:35])[CH3:36])[cH:31][cH:32]1.[C:20](=[O:21])([O-:22])[O-:23].[Cl:1][c:2]1[cH:3][n:4][c:5]([N:8]2[CH2:9][CH2:10][CH:11]([CH:14]3[CH:15]([CH2:17][CH2:18][NH2:19])[CH2:16]3)[CH2:12][CH2:13]2)[n:6][cH:7]1.[Cs+:24].[Cs+:25].[O:38]=[CH:39][N:40]([CH3:41])[CH3:42].[OH2:37]>>[Cl:1][c:2]1[cH:3][n:4][c:5]([N:8]2[CH2:9][CH2:10][CH:11]([CH:14]3[CH:15]([CH2:17][CH2:18][NH:19][c:27]4[n:28][cH:29][c:30]([S:33](=[O:34])(=[O:35])[CH3:36])[cH:31][cH:32]4)[CH2:16]3)[CH2:12][CH2:13]2)[n:6][cH:7]1. Yields the product CS(=O)(=O)c1ccc(NCCC2CC2C2CCN(c3ncc(Cl)cn3)CC2)nc1. The reactants are COC(=O)COc1ccc(-c2nc3ccc(C(=O)Nc4ccc(C)c(C)c4)cc3[nH]2)c(Cl)c1, CO, Cl, [Na+], [OH-]. Product: Cc1ccc(NC(=O)c2ccc3nc(-c4ccc(OCC(=O)O)cc4Cl)[nH]c3c2)cc1C. RXN SMILES: [CH3:1][O:2][C:3]([CH2:4][O:5][c:6]1[cH:7][c:8]([Cl:32])[c:9](-[c:12]2[n:13][c:14]3[c:15]([nH:16]2)[cH:17][c:18]([C:21]([NH:22][c:23]2[cH:24][c:25]([CH3:30])[c:26]([CH3:29])[cH:27][cH:28]2)=[O:31])[cH:19][cH:20]3)[cH:10][cH:11]1)=[O:33].[CH3:37][OH:38].[ClH:36].[Na+:35].[OH-:34]>>[O:2]=[C:3]([CH2:4][O:5][c:6]1[cH:7][c:8]([Cl:32])[c:9](-[c:12]2[n:13][c:14]3[c:15]([nH:16]2)[cH:17][c:18]([C:21]([NH:22][c:23]2[cH:24][c:25]([CH3:30])[c:26]([CH3:29])[cH:27][cH:28]2)=[O:31])[cH:19][cH:20]3)[cH:10][cH:11]1)[OH:33].